This data is from the Open Reaction Database (ORD), a public repository of structured organic reaction records. The task is: describe an organic reaction: reactants, conditions, products, and yield Starting materials: COC(=O)C=C(C)CBr, CCOC(=O)CP(=O)(OCC)OCC, C1COCCO1. Product: CCOC(=O)C(CC(C)=CC(=O)OC)P(=O)(OCC)OCC. As a reaction SMILES: [Br:1][CH2:2][C:3](=[CH:4][C:5](=[O:6])[O:7][CH3:8])[CH3:9].[CH3:10][CH2:11][O:12][C:13](=[O:14])[CH2:15][P:16](=[O:17])([O:18][CH2:19][CH3:20])[O:21][CH2:22][CH3:23].[O:24]1[CH2:25][CH2:26][O:27][CH2:28][CH2:29]1>>[CH2:2]([C:3](=[CH:4][C:5](=[O:6])[O:7][CH3:8])[CH3:9])[CH:15]([C:13]([O:12][CH2:11][CH3:10])=[O:14])[P:16](=[O:17])([O:18][CH2:19][CH3:20])[O:21][CH2:22][CH3:23]. The reactants are ClC1=NC(=NC(=C1)CCC)SCC#N ((4-chloro-6-propyl-2-pyrimidinylthio)acetonitrile), C(C1=CC=2OCOC2C=C1)N (piperonylamine), C([O-])([O-])=O.[Na+].[Na+] (sodium carbonate). Yields the product O1COC2=C1C=CC(=C2)CNC2=NC(=NC(=C2)CCC)SCC#N ([4-(1.3-Benzodioxol-5-Ylmethylamino)-6-Propyl-2-Pyrimidinylthio]Acetonitrile). RXN SMILES: Cl[C:2]1[CH:7]=[C:6]([CH2:8][CH2:9][CH3:10])[N:5]=[C:4]([S:11][CH2:12][C:13]#[N:14])[N:3]=1.[CH2:15]([NH2:25])[C:16]1[CH:24]=[CH:23][C:22]2[O:21][CH2:20][O:19][C:18]=2[CH:17]=1.C(=O)([O-])[O-].[Na+].[Na+]>>[O:21]1[C:22]2[CH:23]=[CH:24][C:16]([CH2:15][NH:25][C:2]3[CH:7]=[C:6]([CH2:8][CH2:9][CH3:10])[N:5]=[C:4]([S:11][CH2:12][C:13]#[N:14])[N:3]=3)=[CH:17][C:18]=2[O:19][CH2:20]1 |f:2.3.4|. Procedure details: A stirred suspension of 13.50 g. (0.06 mole) of (4-chloro-6-propyl-2-pyrimidinylthio)acetonitrile, 9.00 g. (0.06 mole) of piperonylamine and 6.36 g. (0.06 mole) of sodium carbonate was heated under reflux for six hours. The mixture was filtered and the filtrate was evaporated in a rotary evaporator. The residue was dissolved in ethyl acetate, diluted with petroleum ether and was cooled in ice. The precipitate which formed was collected and recrystallized from a mixture of ethanol-petroleum ether... Starting materials: C(C)(C)(C)OC(=O)N(C)C(C(=O)O)C1=CC(=CC=C1)C=1C=C2C(=NC1)N(N=C2C2=C(C=CC=C2)OC)COCC[Si](C)(C)C ((tert-butoxycarbonyl-methyl-amino)-{3-[3-(2-methoxy-phenyl)-1-(2-trimethylsilanyl-ethoxymethyl)-1H-pyrazolo[3,4-b]pyridin-5-yl]-phenyl}-acetic acid), CNC (dimethylamine), C(C)(C)N(CC)C(C)C (diisopropylethylamine), O-(7-azabenzotriazol-1-yl)-N,N,N′,N-tetramethyluronium hexafluorophosphate. Run in C1CCOC1 (THF). Conditions: temperature 60 celsius. Yields the product C(C)(C)(C)OC(N(C)C(C1=CC(=CC=C1)C=1C=C2C(=NC1)N(N=C2C2=C(C=CC=C2)OC)COCC[Si](C)(C)C)C(N(C)C)=O)=O ((dimethylcarbamoyl-{3-[3-(2-methoxy-phenyl)-1-(2-trimethylsilanyl-ethoxymethyl)-1H-pyrazolo[3,4-b]pyridin-5-yl]-phenyl}-methyl)-methyl-carbamic acid tert-butyl ester). RXN SMILES: [C:1]([O:5][C:6]([N:8]([CH:10]([C:14]1[CH:19]=[CH:18][CH:17]=[C:16]([C:20]2[CH:21]=[C:22]3[C:28]([C:29]4[CH:34]=[CH:33][CH:32]=[CH:31][C:30]=4[O:35][CH3:36])=[N:27][N:26]([CH2:37][O:38][CH2:39][CH2:40][Si:41]([CH3:44])([CH3:43])[CH3:42])[C:23]3=[N:24][CH:25]=2)[CH:15]=1)[C:11](O)=[O:12])[CH3:9])=[O:7])([CH3:4])([CH3:3])[CH3:2].[CH3:45][NH:46][CH3:47].C(N(C(C)C)CC)(C)C>C1COCC1>[C:1]([O:5][C:6](=[O:7])[N:8]([CH:10]([C:11](=[O:12])[N:46]([CH3:47])[CH3:45])[C:14]1[CH:19]=[CH:18][CH:17]=[C:16]([C:20]2[CH:21]=[C:22]3[C:28]([C:29]4[CH:34]=[CH:33][CH:32]=[CH:31][C:30]=4[O:35][CH3:36])=[N:27][N:26]([CH2:37][O:38][CH2:39][CH2:40][Si:41]([CH3:42])([CH3:43])[CH3:44])[C:23]3=[N:24][CH:25]=2)[CH:15]=1)[CH3:9])([CH3:3])([CH3:2])[CH3:4]. Reported procedure: To a solution of (tert-butoxycarbonyl-methyl-amino)-{3-[3-(2-methoxy-phenyl)-1-(2-trimethylsilanyl-ethoxymethyl)-1H-pyrazolo[3,4-b]pyridin-5-yl]-phenyl}-acetic acid, (100 mg, 0.16 mmol), dimethylamine (2 N in THF, 0.12 mL, 0.24 mmol), and diisopropylethylamine (31 mg, 0.24 mmol) in THF (2 mL) was added O-(7-azabenzotriazol-1-yl)-N,N,N′,N-tetramethyluronium hexafluorophosphate (91 mg, 0.24 mmol.). The resulting suspension was heated to 60° C. with stirring until all was dissolved. The solvent was... The reactants are CNC(=O)N1CCc2c1cccc2N(CC(=O)OC(C)(C)C)S(=O)(=O)c1cc(Cl)cc(Cl)c1, Cl, C1COCCO1. Product: CNC(=O)N1CCc2c1cccc2N(CC(=O)O)S(=O)(=O)c1cc(Cl)cc(Cl)c1. RXN SMILES: [Cl:1][c:2]1[cH:3][c:4]([S:9](=[O:10])(=[O:11])[N:12]([c:13]2[c:14]3[c:18]([cH:19][cH:20][cH:21]2)[N:17]([C:22]([NH:23][CH3:24])=[O:25])[CH2:16][CH2:15]3)[CH2:26][C:27](=[O:28])[O:29][C:30]([CH3:31])([CH3:32])[CH3:33])[cH:5][c:6]([Cl:8])[cH:7]1.[ClH:34].[O:35]1[CH2:36][CH2:37][O:38][CH2:39][CH2:40]1>>[Cl:1][c:2]1[cH:3][c:4]([S:9](=[O:10])(=[O:11])[N:12]([c:13]2[c:14]3[c:18]([cH:19][cH:20][cH:21]2)[N:17]([C:22]([NH:23][CH3:24])=[O:25])[CH2:16][CH2:15]3)[CH2:26][C:27](=[O:28])[OH:29])[cH:5][c:6]([Cl:8])[cH:7]1. Reactants: C(C)(C)(C)OC(=O)N1CC2CN(CC2C1)CC1=CC=CC=C1 (5-Benzyl-hexahydro-pyrrolo[3,4-c]pyrrole-2-carboxylic acid tert-butyl ester), CO (MeOH), [H][H] (hydrogen). Reagents/catalysts: [Pd] (Pd/C). Run in CC(=O)O (HOAc). Product: C(C)(C)(C)OC(=O)N1CC2CNCC2C1 (Hexahydro-pyrrolo[3,4-c]pyrrole-2-carboxylic acid tert-butyl ester). RXN SMILES: [C:1]([O:5][C:6]([N:8]1[CH2:15][CH:14]2[CH:10]([CH2:11][N:12](CC3C=CC=CC=3)[CH2:13]2)[CH2:9]1)=[O:7])([CH3:4])([CH3:3])[CH3:2].CO.[H][H]>[Pd].CC(O)=O>[C:1]([O:5][C:6]([N:8]1[CH2:9][CH:10]2[CH:14]([CH2:13][NH:12][CH2:11]2)[CH2:15]1)=[O:7])([CH3:4])([CH3:2])[CH3:3]. Reported procedure: 5-Benzyl-hexahydro-pyrrolo[3,4-c]pyrrole-2-carboxylic acid tert-butyl ester (19.85 g, 65.6 mmol), MeOH (200 mL), HOAc (3 mL) and 10% Pd/C Degussa type (400 mg) were charged to a Parr shaker vial and shaken for 3 days at 70 psi hydrogen gas. The resulting material was filtered through Celite® and concentrated. The crude mixture was purified by flash column chromatography (FCC), DCM to 10% MeOH/DCM containing 1% NH4OH, to afford the product. MS (ESI) mass calcd. for C11H20N2O2, 212.29; m/z found, ...